From a dataset of the Open Reaction Database (ORD), a public repository of structured organic reaction records. describe an organic reaction: reactants, conditions, products, and yield Reactants: P(=O)(Cl)(Cl)Cl (Phosphorus oxychloride), C1=CC=CC=2OC3=CC=CC=C3NC12 (phenoxazine), N1C(CCC1)=O (2-pyrrolidinone), N1=C(CCC1)N1C2=CC=CC=C2OC=2C=CC=CC12 (10-(1-PYRROLIN-2-YL)PHENOXAZINE), Cl (hydrogen chloride), monohydrate. Run in CCOCC (ether), C(C)O (ethanol), ClCCCl (1,2-dichloroethane). Run at time 15 hour. The product is Cl.N1=C(CCC1)N1C2=CC=CC=C2OC=2C=CC=CC12 (10-(1-PYRROLIN-2-YL)PHENOXAZINE HYDROCHLORIDE). Isolated yield 37.0%. RXN SMILES: P(Cl)(Cl)([Cl:3])=O.C1C2NC3C(=CC=CC=3)OC=2C=CC=1.N1CCCC1=O.[N:26]1[CH2:30][CH2:29][CH2:28][C:27]=1[N:31]1[C:44]2[CH:43]=[CH:42][CH:41]=[CH:40][C:39]=2[O:38][C:37]2[C:32]1=[CH:33][CH:34]=[CH:35][CH:36]=2.Cl>C(O)C.CCOCC.ClCCCl>[ClH:3].[N:26]1[CH2:30][CH2:29][CH2:28][C:27]=1[N:31]1[C:32]2[CH:33]=[CH:34][CH:35]=[CH:36][C:37]=2[O:38][C:39]2[C:44]1=[CH:43][CH:42]=[CH:41][CH:40]=2 |f:8.9|. Reported procedure: Phosphorus oxychloride (3.8 g., 0.025 mole) is added in one portion to a mixture of phenoxazine (4.6 g., 0.025 mole) and 2-pyrrolidinone (2.1 g., 0.025 mole) in 50 ml. of 1,2-dichloroethane at 25° C. After stirring the reaction mixture for 15 hr., the reaction mixture is quenched in a mixture of 30 ml. of 5N sodium hydroxide and 30 g. of crushed ice. The organic layer is separated, extracted with 100 ml. of 1.5N hydrochloric acid, made basic with sodium hydroxide and extracted with ether. After ...